Dataset: the Open Reaction Database (ORD), a public repository of structured organic reaction records. Task: describe an organic reaction: reactants, conditions, products, and yield Reactants: O=C([O-])[O-], COc1ccccc1N, CC(=O)[O-], CN(C)C=O, Cl, [K+], [K+], O=C(O)c1ccccc1Cl. Yields the product COc1ccccc1Nc1ccccc1C(=O)O. RXN SMILES: [C:24](=[O:25])([O-:26])[O-:27].[CH3:11][O:12][c:13]1[c:14]([NH2:15])[cH:16][cH:17][cH:18][cH:19]1.[CH3:20][C:21](=[O:22])[O-:23].[CH3:31][N:32]([CH3:33])[CH:34]=[O:35].[ClH:30].[K+:28].[K+:29].[OH:1][C:2](=[O:3])[c:4]1[cH:5][cH:6][cH:7][cH:8][c:9]1[Cl:10]>>[OH:1][C:2](=[O:3])[c:4]1[cH:5][cH:6][cH:7][cH:8][c:9]1[NH:15][c:14]1[c:13]([O:12][CH3:11])[cH:19][cH:18][cH:17][cH:16]1.